From a dataset of the Open Reaction Database (ORD), a public repository of structured organic reaction records. describe an organic reaction: reactants, conditions, products, and yield Starting materials: CC(C)O, C=CS(=O)(=O)C=C, NC(=O)c1ccc(-c2ccccc2F)c2c1[nH]c1cc(N)ccc12. Product: NC(=O)c1ccc(-c2ccccc2F)c2c1[nH]c1cc(N3CCS(=O)(=O)CC3)ccc12. Reaction SMILES: [CH3:32][CH:33]([OH:34])[CH3:35].[CH:25](=[CH2:26])[S:27](=[O:28])(=[O:29])[CH:30]=[CH2:31].[NH2:1][c:2]1[cH:3][cH:4][c:5]2[c:6]3[c:7](-[c:18]4[c:19]([F:24])[cH:20][cH:21][cH:22][cH:23]4)[cH:8][cH:9][c:10]([C:15](=[O:16])[NH2:17])[c:11]3[nH:12][c:13]2[cH:14]1>>[N:1]1([c:2]2[cH:3][cH:4][c:5]3[c:6]4[c:7](-[c:18]5[c:19]([F:24])[cH:20][cH:21][cH:22][cH:23]5)[cH:8][cH:9][c:10]([C:15](=[O:16])[NH2:17])[c:11]4[nH:12][c:13]3[cH:14]2)[CH2:26][CH2:25][S:27](=[O:28])(=[O:29])[CH2:30][CH2:31]1.